This data is from the Open Reaction Database (ORD), a public repository of structured organic reaction records. The task is: describe an organic reaction: reactants, conditions, products, and yield Starting materials: CCO, CC(C)(C)OC(=O)CC(N)C#C[Si](C)(C)C, Cc1ccc(S(=O)(=O)O)cc1. Yields the product CCOC(=O)CC(N)C#C[Si](C)(C)C. RXN SMILES: [CH3:28][CH2:29][OH:30].[NH2:12][CH:13]([CH2:14][C:15](=[O:16])[O:17][C:18]([CH3:19])([CH3:20])[CH3:21])[C:22]#[C:23][Si:24]([CH3:25])([CH3:26])[CH3:27].[c:1]1([CH3:2])[cH:3][cH:4][c:5]([S:6]([OH:7])(=[O:8])=[O:9])[cH:10][cH:11]1>>[NH2:12][CH:13]([CH2:14][C:15](=[O:16])[O:17][CH2:18][CH3:19])[C:22]#[C:23][Si:24]([CH3:25])([CH3:26])[CH3:27].